From a dataset of the Open Reaction Database (ORD), a public repository of structured organic reaction records. describe an organic reaction: reactants, conditions, products, and yield The reactants are CC(CCO)C (3-methylbutanol), C(C)O (ethanol). Product: CC(CO)CCO (2-methyl-1,4-butanediol), CC(CCO)(C)O (3-methyl-1,3-butanediol). Isolated yield 12.4%. RXN SMILES: [CH3:1][CH:2]([CH3:6])[CH2:3][CH2:4][OH:5].C([OH:9])C>>[CH3:1][CH:2]([CH2:3][CH2:4][OH:5])[CH2:6][OH:9].[CH3:1][C:2]([OH:9])([CH3:6])[CH2:3][CH2:4][OH:5]. Procedure: A similar experiment, carried out in 5 ml of anhydrous ethanol, produced 75% 2-methyl-1,4-butanediol, 11.6% 3-methylbutanol, and 12.4% 3-methyl-1,3-butanediol. The reactants are C(C)(C)(C)OC(=O)[C@@H](C\C=C\C1=CC=CC=C1)[C@H](C(=O)NN1C(NCC1=O)=O)CC(C)C ((E)-2(R)-[1(S)-(tert-butoxycarbonyl)-4-phenyl-3-butenyl]-4-methyl-N-(2,5-dioxo-1-imidazolidinyl)valeramide), FC(C(=O)O)(F)F (trifluoroacetic acid). Solvent: ClCCl (dichloromethane). Run at time 4 hour. Product: C(=O)(O)[C@@H](C\C=C\C1=CC=CC=C1)[C@H](C(=O)NN1C(NCC1=O)=O)CC(C)C ((E)-2(R)-[1(S)-(carboxy)-4-phenyl-3-butenyl]-4-methyl-N-(2,5-dioxo-1-imidazolidinyl)valeramide). Isolated yield 117.7%. Reaction SMILES: C([O:5][C:6]([C@H:8]([C@@H:18]([CH2:29][CH:30]([CH3:32])[CH3:31])[C:19]([NH:21][N:22]1[C:26](=[O:27])[CH2:25][NH:24][C:23]1=[O:28])=[O:20])[CH2:9]/[CH:10]=[CH:11]/[C:12]1[CH:17]=[CH:16][CH:15]=[CH:14][CH:13]=1)=[O:7])(C)(C)C.FC(F)(F)C(O)=O>ClCCl>[C:6]([C@H:8]([C@@H:18]([CH2:29][CH:30]([CH3:32])[CH3:31])[C:19]([NH:21][N:22]1[C:26](=[O:27])[CH2:25][NH:24][C:23]1=[O:28])=[O:20])[CH2:9]/[CH:10]=[CH:11]/[C:12]1[CH:13]=[CH:14][CH:15]=[CH:16][CH:17]=1)([OH:7])=[O:5]. Reported procedure: A solution of 0.783 g of (E)-2(R)-[1(S)-(tert-butoxycarbonyl)-4-phenyl-3-butenyl]-4-methyl-N-(2,5-dioxo-1-imidazolidinyl)valeramide in 20 ml of dichloromethane was treated with 10 ml of trifluoroacetic acid. The mixture was stirred at room temperature for 4 hours and evaporated. Traces of trifluoroacetic acid were removed by the three-fold addition and evaporation of toluene to give 0.805 g of (E)-2(R)-[1(S)-(carboxy)-4-phenyl-3-butenyl]-4-methyl-N-(2,5-dioxo-1-imidazolidinyl)valeramide in the f... The reactants are C(C)N(C(C)=O)[C@@H]1CC[C@H](CC1)O[N+](=O)[O-] (trans-N-ethyl-N-acetyl-4-nitroxycyclohexylamine), C(C)N[C@@H]1CC[C@H](CC1)O[N+](=O)[O-] (trans-N-ethyl-4-nitroxycyclohexylamine). Yields the product C(C)(=O)N[C@@H]1CC[C@H](CC1)O[N+](=O)[O-] (trans-N-acetyl-4-nitroxycyclohexylamine). Yield: 35.0%. As a reaction SMILES: C([N:3]([C@H:7]1[CH2:12][CH2:11][C@H:10]([O:13][N+:14]([O-:16])=[O:15])[CH2:9][CH2:8]1)[C:4](=[O:6])[CH3:5])C.C(N[C@H]1CC[C@H](O[N+]([O-])=O)CC1)C>>[C:4]([NH:3][C@H:7]1[CH2:8][CH2:9][C@H:10]([O:13][N+:14]([O-:16])=[O:15])[CH2:11][CH2:12]1)(=[O:6])[CH3:5]. Procedure details: trans-N-ethyl-N-acetyl-4-nitroxycyclohexylamine from trans-N-ethyl-4-nitroxycyclohexylamine melting point: 68°-69° C. (ether), yield: 35% of theory. Starting materials: [Li]CCCC (BuLi), FC=1C=C(C=O)C=C(C1)C(F)(F)F (3-fluoro-5-trifluoromethyl-benzaldehyde). The reagents and catalysts are [Br-].C[P+](C1=CC=CC=C1)(C1=CC=CC=C1)C1=CC=CC=C1 (methyltriphenylphosphonium bromide). The solvent is C(C)OCC (ethyl ether), C(C)OCC (ethyl ether). Conditions: temperature -78 celsius, time 30 minute. The product is FC1=CC(=CC(=C1)C=C)C(F)(F)F (1-fluoro-3-trifluoromethyl-5-vinyl-benzene). As a reaction SMILES: [Li][CH2:2]CCC.[F:6][C:7]1[CH:8]=[C:9]([CH:12]=[C:13]([C:15]([F:18])([F:17])[F:16])[CH:14]=1)[CH:10]=O>[Br-].C[P+](C1C=CC=CC=1)(C1C=CC=CC=1)C1C=CC=CC=1.C(OCC)C>[F:6][C:7]1[CH:8]=[C:9]([CH:10]=[CH2:2])[CH:12]=[C:13]([C:15]([F:18])([F:17])[F:16])[CH:14]=1 |f:2.3|. Procedure details: In a 100 mL round bottom flask is added methyltriphenylphosphonium bromide (2.79 g, 7.8 mmol) and anhydrous ethyl ether (40 mL). The suspension is then cooled down to −78° C. and BuLi (6.77 mmol, 4.23 mL 1.6 M solution in hexane) is added dropwise. After the addition, the bright yellow mixture is warmed up to 0° C. and stirred for 30 min and cooled down to −78° C. again. To this mixture, a solution of 3-fluoro-5-trifluoromethyl-benzaldehyde (1 g, 5.2 mmol) in anhydrous ethyl ether (6 mL) is adde... Yields the product FC1=CC=C(C=C1)C(C=1C=NC=CC1)=C1CCNCC1 (3-[(4-fluorophenyl)(4-piperidinylidene)methyl]pyridine), intermediate 21. Reported procedure: A mixture of 100 parts of ethyl 4-[(4-fluorophenyl)(3-pyridinyl)methylene]-1-piperidinecarboxylate and 375 parts of a hydrobromic acid solution 48% was stirred and refluxed for 3 hours. The reaction mixture was evaporated. The residue was washed with 2,2'-oxybispropane. The latter was decanted, the residue was stirred in water and the whole was alkalized with a sodium hydroxide solution. The product was extracted with trichloromethane. The extract was dried, filtered and evaporated. The residue ... Starting materials: 100, FC1=CC=C(C=C1)C(=C1CCN(CC1)C(=O)OCC)C=1C=NC=CC1 (ethyl 4-[(4-fluorophenyl)(3-pyridinyl)methylene]-1-piperidinecarboxylate), Br (hydrobromic acid). RXN SMILES: [F:1][C:2]1[CH:7]=[CH:6][C:5]([C:8]([C:20]2[CH:21]=[N:22][CH:23]=[CH:24][CH:25]=2)=[C:9]2[CH2:14][CH2:13][N:12](C(OCC)=O)[CH2:11][CH2:10]2)=[CH:4][CH:3]=1.Br>>[F:1][C:2]1[CH:3]=[CH:4][C:5]([C:8](=[C:9]2[CH2:14][CH2:13][NH:12][CH2:11][CH2:10]2)[C:20]2[CH:21]=[N:22][CH:23]=[CH:24][CH:25]=2)=[CH:6][CH:7]=1. The yield is 37.0%. The reactants are [BH4-], CO, COC(=O)CCCCC(C)=O, [Na+]. Yields the product COC(=O)CCCCC(C)O. As a reaction SMILES: [BH4-:12].[CH3:14][OH:15].[CH3:1][O:2][C:3]([CH2:4][CH2:5][CH2:6][CH2:7][C:8]([CH3:9])=[O:10])=[O:11].[Na+:13]>>[CH3:1][O:2][C:3]([CH2:4][CH2:5][CH2:6][CH2:7][CH:8]([CH3:9])[OH:10])=[O:11]. Reactants: ClC1=C(C(=CC=C1)F)[N+](=O)[O-] (1-chloro-3-fluoro-2-nitrobenzene), [NH4+].[Cl-] (NH4Cl), [Li+].C[Si](C)(C)[N-][Si](C)(C)C (LiHMDS), C1(=CC=CC=C1)N (phenylamine). Solvent: C1CCOC1 (THF), C1CCOC1 (THF). Run at time 30 minute. Yields the product ClC=1C(=C(C=CC1)NC1=CC=CC=C1)[N+](=O)[O-] ((3-Chloro-2-nitrophenyl)phenylamine). As a reaction SMILES: [Li+].C[Si]([N-][Si](C)(C)C)(C)C.[C:11]1([NH2:17])[CH:16]=[CH:15][CH:14]=[CH:13][CH:12]=1.[Cl:18][C:19]1[CH:24]=[CH:23][CH:22]=[C:21](F)[C:20]=1[N+:26]([O-:28])=[O:27].[NH4+].[Cl-]>C1COCC1>[Cl:18][C:19]1[C:20]([N+:26]([O-:28])=[O:27])=[C:21]([NH:17][C:11]2[CH:16]=[CH:15][CH:14]=[CH:13][CH:12]=2)[CH:22]=[CH:23][CH:24]=1 |f:0.1,4.5|. Reported procedure: LiHMDS (1.0M in THF, 23 mL) was added to a stirred solution of phenylamine (1.12 g, 12.0 mmol) in THF (15 mL) at −78° C. under a nitrogen atmosphere. Stirring was continued for 30 min then 1-chloro-3-fluoro-2-nitrobenzene (1.92 g, 10.9 mmol) in THF (15 mL) was added. The reaction mixture was stirred at −78° C. for 30 min, then slowly warmed to RT and stirred at RT for 2 h. The reaction mixture was poured into a saturated solution of NH4Cl and then extracted with EtOAc (×2). The combined organic ... Starting materials: [BH4-], O=C([O-])O, [Na+], [Na+], O=C(O)c1ccc2c(c1)Sc1ccccc1CC2=O. The product is O=C(O)c1ccc2c(c1)Sc1ccccc1CC2O. RXN SMILES: [BH4-:20].[C:22](=[O:23])([OH:24])[O-:25].[Na+:21].[Na+:26].[O:1]=[C:2]1[c:3]2[c:4]([cH:13][c:14]([C:17](=[O:18])[OH:19])[cH:15][cH:16]2)[S:5][c:6]2[c:7]([cH:9][cH:10][cH:11][cH:12]2)[CH2:8]1>>[OH:1][CH:2]1[c:3]2[c:4]([cH:13][c:14]([C:17](=[O:18])[OH:19])[cH:15][cH:16]2)[S:5][c:6]2[c:7]([cH:9][cH:10][cH:11][cH:12]2)[CH2:8]1.